This data is from the Open Reaction Database (ORD), a public repository of structured organic reaction records. The task is: describe an organic reaction: reactants, conditions, products, and yield Reactants: CC(=O)OCC(=O)Cl, COC(=O)c1cc2ccccn2c1. Product: COC(=O)c1cc2ccccn2c1C(=O)COC(C)=O. RXN SMILES: [C:14]([CH3:15])(=[O:16])[O:17][CH2:18][C:19](=[O:20])[Cl:21].[C:1](=[O:2])([O:3][CH3:4])[c:5]1[cH:6][c:7]2[cH:8][cH:9][cH:10][cH:11][n:12]2[cH:13]1>>[C:1](=[O:2])([O:3][CH3:4])[c:5]1[cH:6][c:7]2[cH:8][cH:9][cH:10][cH:11][n:12]2[c:13]1[C:19]([CH2:18][O:17][C:14]([CH3:15])=[O:16])=[O:20].